Dataset: the Open Reaction Database (ORD), a public repository of structured organic reaction records. Task: describe an organic reaction: reactants, conditions, products, and yield The reactants are CCN=C=NCCCN(C)C, O=C(O)c1ccc2c(C3CCCCC3)c3n(c2c1)CC(C(=O)N1CCC(N2CCOCC2)CC1)=Cc1ccccc1-3, CCN(C(C)C)C(C)C, Cl, Cl, Cl, NCc1nc2ccccc2[nH]1, CN(C)C=O, O, On1nnc2ccccc21. Product: O=C(NCc1nc2ccccc2[nH]1)c1ccc2c(C3CCCCC3)c3n(c2c1)CC(C(=O)N1CCC(N2CCOCC2)CC1)=Cc1ccccc1-3. RXN SMILES: [CH3:66][N:67]([CH3:68])[CH2:69][CH2:70][CH2:71][N:72]=[C:73]=[N:74][CH2:75][CH3:76].[CH:1]1([c:7]2[c:8]3[cH:9][cH:10][c:11]([C:39](=[O:40])[OH:41])[cH:12][c:13]3[n:14]3[c:15]2-[c:16]2[c:17]([cH:35][cH:36][cH:37][cH:38]2)[CH:18]=[C:19]([C:21](=[O:22])[N:23]2[CH2:24][CH2:25][CH:26]([N:29]4[CH2:30][CH2:31][O:32][CH2:33][CH2:34]4)[CH2:27][CH2:28]2)[CH2:20]3)[CH2:2][CH2:3][CH2:4][CH2:5][CH2:6]1.[CH:56]([N:57]([CH2:58][CH3:59])[CH:60]([CH3:61])[CH3:62])([CH3:63])[CH3:64].[ClH:43].[ClH:44].[ClH:65].[NH2:45][CH2:46][c:47]1[nH:48][c:49]2[c:50]([n:51]1)[cH:52][cH:53][cH:54][cH:55]2.[O:87]=[CH:88][N:89]([CH3:90])[CH3:91].[OH2:42].[OH:77][n:78]1[c:79]2[cH:80][cH:81][cH:82][cH:83][c:84]2[n:85][n:86]1>>[CH:1]1([c:7]2[c:8]3[cH:9][cH:10][c:11]([C:39](=[O:40])[NH:45][CH2:46][c:47]4[nH:48][c:49]5[c:50]([n:51]4)[cH:52][cH:53][cH:54][cH:55]5)[cH:12][c:13]3[n:14]3[c:15]2-[c:16]2[c:17]([cH:35][cH:36][cH:37][cH:38]2)[CH:18]=[C:19]([C:21](=[O:22])[N:23]2[CH2:24][CH2:25][CH:26]([N:29]4[CH2:30][CH2:31][O:32][CH2:33][CH2:34]4)[CH2:27][CH2:28]2)[CH2:20]3)[CH2:2][CH2:3][CH2:4][CH2:5][CH2:6]1. The product is c1ccc(CN(Cc2ccccc2)C2CCNCC2)cc1. Reaction SMILES: [Cl:36][CH2:37][Cl:38].[F:29][C:30]([F:31])([F:32])[C:33]([OH:34])=[O:35].[c:1]1([CH2:7][N:8]([CH:9]2[CH2:10][CH2:11][N:12]([C:15]([O:16][C:17]([CH3:18])([CH3:19])[CH3:20])=[O:21])[CH2:13][CH2:14]2)[CH2:22][c:23]2[cH:24][cH:25][cH:26][cH:27][cH:28]2)[cH:2][cH:3][cH:4][cH:5][cH:6]1>>[c:1]1([CH2:7][N:8]([CH:9]2[CH2:10][CH2:11][NH:12][CH2:13][CH2:14]2)[CH2:22][c:23]2[cH:24][cH:25][cH:26][cH:27][cH:28]2)[cH:2][cH:3][cH:4][cH:5][cH:6]1. The reactants are ClCCl, O=C(O)C(F)(F)F, CC(C)(C)OC(=O)N1CCC(N(Cc2ccccc2)Cc2ccccc2)CC1.